From a dataset of the Open Reaction Database (ORD), a public repository of structured organic reaction records. describe an organic reaction: reactants, conditions, products, and yield The reactants are BrCC1=C(C(N=C(N1)C=1SC(=CN1)F)C1=C(C=C(C=C1)F)Cl)C(=O)OCC (Ethyl 6-(bromomethyl)-4-(2-chloro-4-fluorophenyl)-2-(5-fluorothiazol-2-yl)-1,4-dihydropyrimidine-5-carboxylate), Cl.N1C(COCC1)C(=O)O (morpholine-3-carboxylic acid hydrochloride). The product is ClC1=C(C=CC(=C1)F)C1C(=C(NC(=N1)C=1SC(=CN1)F)CN1C(COCC1)C(=O)O)C(=O)OCC (4-((6-(2-chloro-4-fluorophenyl)-5-(ethoxycarbonyl)-2-(5-fluorothiazol-2-yl)-3,6-dihydropyrimidin-4-yl)methyl)morpholine-3-carboxylic acid). Isolated yield 92.6%. RXN SMILES: Br[CH2:2][C:3]1[NH:8][C:7]([C:9]2[S:10][C:11]([F:14])=[CH:12][N:13]=2)=[N:6][CH:5]([C:15]2[CH:20]=[CH:19][C:18]([F:21])=[CH:17][C:16]=2[Cl:22])[C:4]=1[C:23]([O:25][CH2:26][CH3:27])=[O:24].Cl.[NH:29]1[CH2:34][CH2:33][O:32][CH2:31][CH:30]1[C:35]([OH:37])=[O:36]>>[Cl:22][C:16]1[CH:17]=[C:18]([F:21])[CH:19]=[CH:20][C:15]=1[CH:5]1[N:6]=[C:7]([C:9]2[S:10][C:11]([F:14])=[CH:12][N:13]=2)[NH:8][C:3]([CH2:2][N:29]2[CH2:34][CH2:33][O:32][CH2:31][CH:30]2[C:35]([OH:37])=[O:36])=[C:4]1[C:23]([O:25][CH2:26][CH3:27])=[O:24] |f:1.2|. Reported procedure: Ethyl 6-(bromomethyl)-4-(2-chloro-4-fluorophenyl)-2-(5-fluorothiazol-2-yl)-1,4-dihydropyrimidine-5-carboxylate (0.2 g, 0.41 mmol) was reacted with morpholine-3-carboxylic acid hydrochloride (0.07 g, 0.41 mmol) according to the procedure as described in Example 1, Step C to give the title compound as a yellow solid (0.2 g, 90%). The compound was characterized by the following spectroscopic data: Starting materials: CCc1cccc(O)c1, CNC, CC(C)O. Yields the product CCc1ccc(CN(C)C)c(O)c1. As a reaction SMILES: [CH2:1]([CH3:2])[c:3]1[cH:4][c:5]([OH:9])[cH:6][cH:7][cH:8]1.[CH3:10][NH:11][CH3:12].[CH:13]([OH:14])([CH3:15])[CH3:16]>>[CH2:1]([CH3:2])[c:3]1[cH:4][c:5]([OH:9])[c:6]([CH2:13][N:11]([CH3:10])[CH3:12])[cH:7][cH:8]1. Reactants: BrCC(CCBr)F (1,4-dibromo-2-fluoro-butane), C1(NC(C2=CC=CC=C12)=O)=O.[K] (potassium 2,3-dihydro-1H-isoindole-1,3-dione). Solvent: C(C)(=O)OCC (ethyl acetate), CN(C=O)C (N,N-dimethylformamide). Conditions: temperature 100 celsius, time 8 hour. Yields the product FC(CN1C(C2=CC=CC=C2C1=O)=O)CCN1C(C2=CC=CC=C2C1=O)=O (2,2′-(2-fluorobutane-1,4-diyl)bis(1H-isoindole-1,3(2H)-dione)). Isolated yield 71.9%. Reaction SMILES: Br[CH2:2][CH:3]([F:7])[CH2:4][CH2:5]Br.[C:8]1(=[O:18])[C:16]2[C:11](=[CH:12][CH:13]=[CH:14][CH:15]=2)[C:10](=[O:17])[NH:9]1.[K]>CN(C)C=O.C(OCC)(=O)C>[F:7][CH:3]([CH2:4][CH2:5][N:9]1[C:10](=[O:17])[C:11]2[C:16](=[CH:15][CH:14]=[CH:13][CH:12]=2)[C:8]1=[O:18])[CH2:2][N:9]1[C:10](=[O:17])[C:11]2[C:16](=[CH:15][CH:14]=[CH:13][CH:12]=2)[C:8]1=[O:18] |f:1.2,^1:18|. Procedure details: To a solution of 1,4-dibromo-2-fluoro-butane (4.0 g, 17.09 mmol) in N,N-dimethylformamide (60 mL) was added potassium 2,3-dihydro-1H-isoindole-1,3-dione (9.5 g, 51.27 mmol). The reaction mixture was stirred at 100° C. overnight. The mixture was cooled to room temperature, diluted with ethyl acetate (60 mL), washed with water (60 mL), brine (60 mL), dried over sodium sulfate, and concentrated in vacuo to afford 4.5 g of 2,2′-(2-fluorobutane-1,4-diyl)bis(1H-isoindole-1,3(2H)-dione) as a white soli... Starting materials: Cl.COC1=C2CC[C@@H]([C@@H](C2=CC=C1)C)N(CCC)CCC (cis-5-Methoxy-1-methyl-2-(di-n-propylamino)tetralin hydrochloride), Br (HBr). The product is Br.C1CCCC2=CC=CC=C12 (tetralin hydrobromid). RXN SMILES: Cl.CO[C:4]1[CH:13]=[CH:12][CH:11]=[C:10]2[C:5]=1[CH2:6][CH2:7][C@H:8](N(CCC)CCC)[C@@H:9]2C.[BrH:22]>>[BrH:22].[CH2:9]1[C:10]2[C:5](=[CH:4][CH:13]=[CH:12][CH:11]=2)[CH2:6][CH2:7][CH2:8]1 |f:0.1,3.4|. Procedure details: cis-5-Methoxy-1-methyl-2-(di-n-propylamino)tetralin hydrochloride (150 mg, 0.48 mmol) was heated in 48% aqueous HBr for 2 h at 120° C. under N2. The volatiles were evaporated in vacuo and the residue was applied to pre-coated PLC plates (silica gel 60 F254, Merck) which were eluted with CHCl3 -MeOH (9:1). After elution of the product the volatiles were evaporated in vacuo and the residue was recrystallized at least twice. giving cis-hydroxy-1-methyl-2-(di-n-propyl-amino)tetralin.Hbr (66 mg, 48%)... Reactants: C(C)N=C=O (ethyl isocyanate), C(=O)([O-])[O-].[K+].[K+] (K2CO3), COC=1C=C(OC(CCCN2CC3CNCC(C2)O3)C3=CC=C(C#N)C=C3)C=CC1OC (4-[1-(3,4-dimethoxyphenoxy)-4-(9-oxa-3,7-diazabicyclo[3.3.1]non-3-yl)butyl]benzonitrile). Run in CC#N (MeCN), C(Cl)(Cl)Cl (chloroform). Conditions: time 4 day. The product is C(#N)C1=CC=C(C=C1)C(CCCN1CC2CN(CC(C1)O2)C(=O)NCC)OC2=CC(=C(C=C2)OC)OC (7-[4-(4-Cyanophenyl)-4-(3,4-dimethoxyphenoxy)butyl]-N-ethyl-9-oxa-3,7-diazabicyclo[3.3.1]nonane-3-carboxamide). Reaction SMILES: [CH2:1]([N:3]=[C:4]=[O:5])[CH3:2].C([O-])([O-])=O.[K+].[K+].[CH3:12][O:13][C:14]1[CH:15]=[C:16]([CH:39]=[CH:40][C:41]=1[O:42][CH3:43])[O:17][CH:18]([C:31]1[CH:38]=[CH:37][C:34]([C:35]#[N:36])=[CH:33][CH:32]=1)[CH2:19][CH2:20][CH2:21][N:22]1[CH2:29][CH:28]2[O:30][CH:24]([CH2:25][NH:26][CH2:27]2)[CH2:23]1>CC#N.C(Cl)(Cl)Cl>[C:35]([C:34]1[CH:33]=[CH:32][C:31]([CH:18]([O:17][C:16]2[CH:39]=[CH:40][C:41]([O:42][CH3:43])=[C:14]([O:13][CH3:12])[CH:15]=2)[CH2:19][CH2:20][CH2:21][N:22]2[CH2:29][CH:28]3[O:30][CH:24]([CH2:25][N:26]([C:4]([NH:3][CH2:1][CH3:2])=[O:5])[CH2:27]3)[CH2:23]2)=[CH:38][CH:37]=1)#[N:36] |f:1.2.3|. Reported procedure: A solution of ethyl isocyanate (18.8 mg, 0.25 mmol) in MeCN (2 mL) was added, together with K2CO3 (34.5 mg, 0.25 mmol), to a solution of 4-[1-(3,4-dimethoxyphenoxy)-4-(9-oxa-3,7-diazabicyclo[3.3.1]non-3-yl)butyl]benzonitrile (Preparation H; 109.4 mg, 0.25 mmol) in chloroform (0.5 mL). The reaction mixture was stirred at rt for 4 days before being added to a solid phase extraction plug (SiO2, 0.5 g). The plug was washed with CHCl3:MeCN (2.5 mL of 80:20), and the product was finally eluted with CH...